From a dataset of the Open Reaction Database (ORD), a public repository of structured organic reaction records. describe an organic reaction: reactants, conditions, products, and yield Reactants: O=C(Cl)C(=O)Cl, ClCCl, Nc1n[nH]c2ccc(Cc3cc(F)cc(F)c3)cc12, O=C(O)c1ccc([N+](=O)[O-])cc1N(C(=O)C(F)(F)F)C1CCOCC1, c1ccncc1. Yields the product O=C(Nc1n[nH]c2ccc(Cc3cc(F)cc(F)c3)cc12)c1ccc([N+](=O)[O-])cc1N(C(=O)C(F)(F)F)C1CCOCC1. Reaction SMILES: [Cl:26][C:27]([C:28]([Cl:29])=[O:30])=[O:31].[Cl:51][CH2:52][Cl:53].[F:32][c:33]1[cH:34][c:35]([CH2:36][c:37]2[cH:38][c:39]3[c:40]([NH2:46])[n:41][nH:42][c:43]3[cH:44][cH:45]2)[cH:47][c:48]([F:50])[cH:49]1.[N+:1](=[O:2])([O-:3])[c:4]1[cH:5][c:6]([N:13]([C:14]([C:15]([F:16])([F:17])[F:18])=[O:19])[CH:20]2[CH2:21][CH2:22][O:23][CH2:24][CH2:25]2)[c:7]([C:8](=[O:9])[OH:10])[cH:11][cH:12]1.[cH:54]1[cH:55][cH:56][n:57][cH:58][cH:59]1>>[N+:1](=[O:2])([O-:3])[c:4]1[cH:5][c:6]([N:13]([C:14]([C:15]([F:16])([F:17])[F:18])=[O:19])[CH:20]2[CH2:21][CH2:22][O:23][CH2:24][CH2:25]2)[c:7]([C:8](=[O:9])[NH:46][c:40]2[c:39]3[cH:38][c:37]([CH2:36][c:35]4[cH:34][c:33]([F:32])[cH:49][c:48]([F:50])[cH:47]4)[cH:45][cH:44][c:43]3[nH:42][n:41]2)[cH:11][cH:12]1. Starting materials: [Si](C)(C)(C(C)(C)C)OCC=1C=CC2=C(NC(N(C2=O)C2=CC=C(C=C2)OCC(F)(F)F)=S)N1 (7-({[tert-Butyl(dimethyl)silyl]oxy}methyl)-2-thioxo-3-[4-(2,2,2-trifluoroethoxy)phenyl]-2,3-dihydropyrido[2,3-d]pyrimidin-4(1H)-one), O (water), [F-].C(CCC)[N+](CCCC)(CCCC)CCCC (tetrabutylammonium fluoride). Run in O1CCCC1 (tetrahydrofuran), O1CCCC1 (tetrahydrofuran). Reaction conditions: time 1 hour. Yields the product C(C)SC=1N(C(C2=C(N1)N=C(C=C2)CO)=O)C2=CC=C(C=C2)OCC(F)(F)F (2-(ethylsulfanyl)-7-(hydroxymethyl)-3-[4-(2,2,2-trifluoroethoxy)phenyl]pyrido[2,3-d]pyrimidin-4(3H)-one). As a reaction SMILES: [Si]([O:8][CH2:9][C:10]1[CH:11]=[CH:12][C:13]2[C:18](=[O:19])[N:17]([C:20]3[CH:25]=[CH:24][C:23]([O:26][CH2:27][C:28]([F:31])([F:30])[F:29])=[CH:22][CH:21]=3)[C:16](=[S:32])[NH:15][C:14]=2[N:33]=1)(C(C)(C)C)(C)C.[F-].[CH2:35]([N+](CCCC)(CCCC)CCCC)[CH2:36]CC.O>O1CCCC1>[CH2:35]([S:32][C:16]1[N:17]([C:20]2[CH:21]=[CH:22][C:23]([O:26][CH2:27][C:28]([F:31])([F:29])[F:30])=[CH:24][CH:25]=2)[C:18](=[O:19])[C:13]2[CH:12]=[CH:11][C:10]([CH2:9][OH:8])=[N:33][C:14]=2[N:15]=1)[CH3:36] |f:1.2|. Procedure details: 7-({[tert-Butyl(dimethyl)silyl]oxy}methyl)-2-thioxo-3-[4-(2,2,2-trifluoroethoxy)phenyl]-2,3-dihydropyrido[2,3-d]pyrimidin-4(1H)-one (498 mg) was suspended in tetrahydrofuran (15 ml), a tetrahydrofuran solution (1M, 3 ml) of tetrabutylammonium fluoride was added thereto, and the mixture was stirred at room temperature for 1 hr. To the reaction mixture was added water, and the mixture was extracted with ethyl acetate. The extract was washed with water and saturated brine, dried over anhydrous magn... Starting materials: [Li+].[Br-] (LiBr), C1(=CC=C(C=C1)S(=O)(=O)OCC(CCCCCC)F)C (2-fluorooctyl p-toluenesulfonate). Solvent: C(C)#N (acetonitrile), C(C)#N (acetonitrile). Reaction conditions: time 5 hour. The product is FC(CBr)CCCCCC (2-fluorooctyl bromide). Isolated yield 91.0%. As a reaction SMILES: [Li+].[Br-:2].C1(C)C=CC(S(O[CH2:13][CH:14]([F:21])[CH2:15][CH2:16][CH2:17][CH2:18][CH2:19][CH3:20])(=O)=O)=CC=1>C(#N)C>[F:21][CH:14]([CH2:15][CH2:16][CH2:17][CH2:18][CH2:19][CH3:20])[CH2:13][Br:2] |f:0.1|. Reported procedure: 1.51 g (17.4 raM) of LiBr was charged in a 30 ml-round bottomed flask with two ports with grinding fitting, and the interior atmosphere was sufficiently replaced with nitrogen. Dry acetonitrile in an amount of 40 ml was added thereto, and a solution of 3.50 g (11.60 mM) of 2-fluorooctyl p-toluenesulfonate in 4 ml of dry acetonitrile was further added. Thereafter, the system was subjected to about 5 hours of heat refluxing. At this time, as the temperature was raised, the solution became uniform ... Reactants: ClC=1C(N(N=CC1S)C1=CC=CC=C1)=O (4-chloro-5-mercapto-2-phenylpyridazin-3(2H)-one), ClC=1C(N(N=CC1S)C1=CC=CC=C1)=O (4-chloro-5-mercapto-2-phenylpyridazin-3(2H)-one), C(C1=CC=CC=C1)Cl (benzyl chloride), [OH-].[Na+] (sodium hydroxide), [OH-].[NH4+] (ammonium hydroxide), ClC=1C(N(N=CC1Cl)C1=CC=CC=C1)=O (4,5-dichloro-2-phenylpyridazin-3(2H)-one), S.[Na] (sodium hydrogen sulfide), IV, dihalo, ClC=1C(N(N=CC1Cl)C1=CC=CC=C1)=O (4,5-dichloro-2-phenylpyridazin-3(2H)-one). Yields the product desired compound, C(C1=CC=CC=C1)SC1=C(C(N(N=C1)C1=CC=CC=C1)=O)Cl (5-benzylthio-4-chloro-2-phenyl-pyridazin-3-(2H)-one). RXN SMILES: ClC1C(=O)N(C2C=CC=CC=2)N=CC=1Cl.[Cl:16][C:17]1[C:18](=[O:30])[N:19]([C:24]2[CH:29]=[CH:28][CH:27]=[CH:26][CH:25]=2)[N:20]=[CH:21][C:22]=1[SH:23].S.[Na].[CH2:33](Cl)[C:34]1[CH:39]=[CH:38][CH:37]=[CH:36][CH:35]=1.[OH-].[Na+].[OH-].[NH4+]>>[CH2:33]([S:23][C:22]1[CH:21]=[N:20][N:19]([C:24]2[CH:29]=[CH:28][CH:27]=[CH:26][CH:25]=2)[C:18](=[O:30])[C:17]=1[Cl:16])[C:34]1[CH:39]=[CH:38][CH:37]=[CH:36][CH:35]=1 |f:2.3,5.6,7.8,^1:31|. Procedure: Compounds of the type IV are known, but the conventional methods of preparation entail two stages, starting from the dihalo compound II, or give undesirable by-products. Chem. Abstr. 68, (1968), 2906 c describes the preparation of 4-chloro-5-mercapto-2-phenylpyridazin-3(2H)-one (V) starting from 4,5-dichloro-2-phenylpyridazin-3(2H)-one (II, R1 =C6H5, X=Cl) and sodium hydrogen sulfide, the product (V) being reacted with benzyl chloride and sodium hydroxide and ammonium hydroxide to give the desir... Reactants: FC=1C(=C(CCl)C(=C(C1)[N+](=O)[O-])F)N1CCN(CC1)C(=O)OCC (3,6-difluoro-2-(4-ethoxycarbonyl-1-piperazinyl)-5-nitrobenzyl chloride), B.[Na] (sodium boron hydride), Cl (hydrochloric acid), ice water. Run in CS(=O)C (dimethylsulfoxide). Conditions: time 1 hour. The product is C(C)OC(=O)N1CCN(CC1)C1=C(C(=C(C=C1F)[N+](=O)[O-])F)C (2-(4-ethoxycarbonyl-1-piperazinyl)-3,6-difluoro-5-nitrotoluene). Yield: 96.8%. Reaction SMILES: [F:1][C:2]1[C:3]([N:14]2[CH2:19][CH2:18][N:17]([C:20]([O:22][CH2:23][CH3:24])=[O:21])[CH2:16][CH2:15]2)=[C:4]([C:7]([F:13])=[C:8]([N+:10]([O-:12])=[O:11])[CH:9]=1)[CH2:5]Cl.B.[Na].Cl>CS(C)=O>[CH2:23]([O:22][C:20]([N:17]1[CH2:18][CH2:19][N:14]([C:3]2[C:2]([F:1])=[CH:9][C:8]([N+:10]([O-:12])=[O:11])=[C:7]([F:13])[C:4]=2[CH3:5])[CH2:15][CH2:16]1)=[O:21])[CH3:24] |f:1.2,^1:25|. Reported procedure: To a solution of 3,6-difluoro-2-(4-ethoxycarbonyl-1-piperazinyl)-5-nitrobenzyl chloride (8.1 g) in dimethylsulfoxide (90 ml) is added gradually sodium boron hydride (1.8 g) at below 30° C. The mixture is stirred at the same temperature for one hour, and the reaction mixture is poured into ice water, and then acidified with conc. hydrochloric acid and extracted with diethyl ether. The solvent is distilled off to give 2-(4-ethoxycarbonyl-1-piperazinyl)-3,6-difluoro-5-nitrotoluene (7.1 g). Starting materials: CC(C)(C)OC(=O)NCC(=O)O, CN1CCOCC1, Cl, COc1cc(NS(=O)(=O)N2CCNCC2)nc(SCc2cccc(F)c2F)n1, CN(C)C=O, O, On1nnc2ccccc21. The product is COc1cc(NS(=O)(=O)N2CCN(C(=O)CNC(=O)OC(C)(C)C)CC2)nc(SCc2cccc(F)c2F)n1. Reaction SMILES: [C:1]([CH3:2])([CH3:3])([CH3:4])[O:5][C:6](=[O:7])[NH:8][CH2:9][C:10](=[O:11])[OH:12].[CH3:53][N:54]1[CH2:55][CH2:56][O:57][CH2:58][CH2:59]1.[ClH:52].[F:24][c:25]1[c:26]([CH2:32][S:33][c:34]2[n:35][c:36]([O:50][CH3:51])[cH:37][c:38]([NH:40][S:41](=[O:42])(=[O:43])[N:44]3[CH2:45][CH2:46][NH:47][CH2:48][CH2:49]3)[n:39]2)[cH:27][cH:28][cH:29][c:30]1[F:31].[O:60]=[CH:61][N:62]([CH3:63])[CH3:64].[OH2:13].[OH:14][n:15]1[c:16]2[cH:17][cH:18][cH:19][cH:20][c:21]2[n:22][n:23]1>>[C:1]([CH3:2])([CH3:3])([CH3:4])[O:5][C:6](=[O:7])[NH:8][CH2:9][C:10](=[O:12])[N:47]1[CH2:46][CH2:45][N:44]([S:41]([NH:40][c:38]2[cH:37][c:36]([O:50][CH3:51])[n:35][c:34]([S:33][CH2:32][c:26]3[c:25]([F:24])[c:30]([F:31])[cH:29][cH:28][cH:27]3)[n:39]2)(=[O:42])=[O:43])[CH2:49][CH2:48]1.